From a dataset of the Open Reaction Database (ORD), a public repository of structured organic reaction records. describe an organic reaction: reactants, conditions, products, and yield Starting materials: O=C([O-])[O-], COC(C)(C)C#Cc1cnc2c(c1)C1(COC(N)=N1)c1cc(OS(=O)(=O)C(F)(F)F)ccc1O2, [K+], [K+], CN(C)C=O, O, c1ccc(P(c2ccccc2)(c2ccccc2)[Pd](P(c2ccccc2)(c2ccccc2)c2ccccc2)(P(c2ccccc2)(c2ccccc2)c2ccccc2)P(c2ccccc2)(c2ccccc2)c2ccccc2)cc1, OB(O)c1cccnc1. Yields the product COC(C)(C)C#Cc1cnc2c(c1)C1(COC(N)=N1)c1cc(-c3cccnc3)ccc1O2. RXN SMILES: [C:49](=[O:50])([O-:51])[O-:52].[F:1][C:2]([F:3])([F:4])[S:5]([O:6][c:7]1[cH:8][c:9]2[c:25]([cH:26][cH:27]1)[O:24][c:12]1[c:11]([cH:16][c:15]([C:17]#[C:18][C:19]([CH3:20])([CH3:21])[O:22][CH3:23])[cH:14][n:13]1)[C:10]21[N:28]=[C:29]([NH2:32])[O:30][CH2:31]1)(=[O:33])=[O:34].[K+:53].[K+:54].[O:44]=[CH:45][N:46]([CH3:47])[CH3:48].[OH2:55].[cH:56]1[cH:57][cH:58][c:59]([P:60]([Pd:61]([P:62]([c:63]2[cH:64][cH:65][cH:66][cH:67][cH:68]2)([c:69]2[cH:70][cH:71][cH:72][cH:73][cH:74]2)[c:75]2[cH:76][cH:77][cH:78][cH:79][cH:80]2)([P:81]([c:82]2[cH:83][cH:84][cH:85][cH:86][cH:87]2)([c:88]2[cH:89][cH:90][cH:91][cH:92][cH:93]2)[c:94]2[cH:95][cH:96][cH:97][cH:98][cH:99]2)[P:100]([c:101]2[cH:102][cH:103][cH:104][cH:105][cH:106]2)([c:107]2[cH:108][cH:109][cH:110][cH:111][cH:112]2)[c:113]2[cH:114][cH:115][cH:116][cH:117][cH:118]2)([c:119]2[cH:120][cH:121][cH:122][cH:123][cH:124]2)[c:125]2[cH:126][cH:127][cH:128][cH:129][cH:130]2)[cH:131][cH:132]1.[n:35]1[cH:36][c:37]([B:41]([OH:42])[OH:43])[cH:38][cH:39][cH:40]1>>[c:7]1(-[c:37]2[cH:36][n:35][cH:40][cH:39][cH:38]2)[cH:8][c:9]2[c:25]([cH:26][cH:27]1)[O:24][c:12]1[c:11]([cH:16][c:15]([C:17]#[C:18][C:19]([CH3:20])([CH3:21])[O:22][CH3:23])[cH:14][n:13]1)[C:10]21[N:28]=[C:29]([NH2:32])[O:30][CH2:31]1. The reactants are COc1cc(OCc2ccccc2)cc(C(=O)O)c1, Cc1ccccc1, CN(C)C=O, O=S(Cl)Cl. Yields the product COc1cc(OCc2ccccc2)cc(C(=O)Cl)c1. As a reaction SMILES: [CH2:1]([c:2]1[cH:3][cH:4][cH:5][cH:6][cH:7]1)[O:8][c:9]1[cH:10][c:11]([C:12](=[O:13])[OH:14])[cH:15][c:16]([O:18][CH3:19])[cH:17]1.[CH3:29][c:30]1[cH:31][cH:32][cH:33][cH:34][cH:35]1.[O:24]=[CH:25][N:26]([CH3:27])[CH3:28].[S:20]([Cl:21])([Cl:22])=[O:23]>>[CH2:1]([c:2]1[cH:3][cH:4][cH:5][cH:6][cH:7]1)[O:8][c:9]1[cH:10][c:11]([C:12](=[O:13])[Cl:22])[cH:15][c:16]([O:18][CH3:19])[cH:17]1.